From a dataset of the Open Reaction Database (ORD), a public repository of structured organic reaction records. describe an organic reaction: reactants, conditions, products, and yield The reactants are CC(C)CBr, O=C([O-])[O-], CCOC(=O)c1n[nH]nc1C, CC#N, [I-], [K+], [K+], [K+], O. Product: CCOC(=O)c1nn(CC(C)C)nc1C. Reaction SMILES: [Br:12][CH2:13][CH:14]([CH3:15])[CH3:16].[C:17](=[O:18])([O-:19])[O-:20].[CH3:1][c:2]1[c:3]([C:7](=[O:8])[O:9][CH2:10][CH3:11])[n:4][nH:5][n:6]1.[CH3:25][C:26]#[N:27].[I-:24].[K+:21].[K+:22].[K+:23].[OH2:28]>>[CH3:1][c:2]1[c:3]([C:7](=[O:8])[O:9][CH2:10][CH3:11])[n:4][n:5]([CH2:13][CH:14]([CH3:15])[CH3:16])[n:6]1. The reactants are BrCc1ccc(Br)cc1, O=C([O-])[O-], CC(C)=O, [I-], [K+], [K+], [K+], c1nc[nH]n1. Yields the product Brc1ccc(Cn2cncn2)cc1. RXN SMILES: [Br:1][c:2]1[cH:3][cH:4][c:5]([CH2:6][Br:7])[cH:8][cH:9]1.[C:15](=[O:16])([O-:17])[O-:18].[CH3:23][C:24](=[O:25])[CH3:26].[I-:22].[K+:19].[K+:20].[K+:21].[nH:10]1[n:11][cH:12][n:13][cH:14]1>>[Br:1][c:2]1[cH:3][cH:4][c:5]([CH2:6][n:10]2[n:11][cH:12][n:13][cH:14]2)[cH:8][cH:9]1. Starting materials: FC(S(=O)(=O)OC[C@H]1C[C@@H](CO1)SC(C)=O)(F)F (Ethanethioic acid trans(+/-)-S-[tetrahydro-5-[[[(trifluoromethyl)sulfonyl]oxy]methyl]-3-furanyl]ester), CCN(C(C)C)C(C)C (Hunig's base), FC1=CC=C(C=C1)S (4-fluorothiophenol). Run in C(Cl)Cl (methylene chloride). Product: FC1=CC=C(C=C1)SC[C@H]1C[C@@H](CO1)SC(C)=O (Ethanethioic acid trans-(+/-)-S-[5-[[(4-fluorophenyl)thio]methyl]tetrahydro-3-furanyl]ester). RXN SMILES: FC(F)(F)S(O[CH2:7][C@@H:8]1[O:12][CH2:11][C@@H:10]([S:13][C:14](=[O:16])[CH3:15])[CH2:9]1)(=O)=O.CCN(C(C)C)C(C)C.[F:28][C:29]1[CH:34]=[CH:33][C:32]([SH:35])=[CH:31][CH:30]=1>C(Cl)Cl>[F:28][C:29]1[CH:34]=[CH:33][C:32]([S:35][CH2:7][C@@H:8]2[O:12][CH2:11][C@@H:10]([S:13][C:14](=[O:16])[CH3:15])[CH2:9]2)=[CH:31][CH:30]=1. Reported procedure: The title compound is prepared by the procedure of Example 23 using 0.308 g of product from Example 22 in 1 ml of methylene chloride, 107 microliter of 4-fluorothiophenol, and 174 microliter of Hunig's base to give 0.236 g of the desired product.